This data is from the Open Reaction Database (ORD), a public repository of structured organic reaction records. The task is: describe an organic reaction: reactants, conditions, products, and yield Starting materials: NC1=NC=2C=CC=CC2C2=C1N=CN2C(COCCC2CCN(CC2)C(=O)OC(C)(C)C)CC (tert-butyl 4-{2-[2-(4-amino-1H-imidazo[4,5-c]quinolin-1-yl)butoxy]ethyl}piperidine-1-carboxylate), Cl (hydrochloric acid). Conditions: time 14 hour. The product is N1CCC(CC1)CCOCC(CC)N1C=NC=2C(=NC=3C=CC=CC3C21)N (1-{1-[(2-piperidin-4-ylethoxy)methyl]propyl}-1H-imidazo[4,5-c]quinolin-4-amine). Yield: 64.8%. RXN SMILES: [NH2:1][C:2]1[C:11]2[N:12]=[CH:13][N:14]([CH:15]([CH2:33][CH3:34])[CH2:16][O:17][CH2:18][CH2:19][CH:20]3[CH2:25][CH2:24][N:23](C(OC(C)(C)C)=O)[CH2:22][CH2:21]3)[C:10]=2[C:9]2[CH:8]=[CH:7][CH:6]=[CH:5][C:4]=2[N:3]=1.Cl>>[NH:23]1[CH2:24][CH2:25][CH:20]([CH2:19][CH2:18][O:17][CH2:16][CH:15]([N:14]2[C:10]3[C:9]4[CH:8]=[CH:7][CH:6]=[CH:5][C:4]=4[N:3]=[C:2]([NH2:1])[C:11]=3[N:12]=[CH:13]2)[CH2:33][CH3:34])[CH2:21][CH2:22]1. Reported procedure: Under a nitrogen atmosphere, tert-butyl 4-{2-[2-(4-amino-1H-imidazo[4,5-c]quinolin-1-yl)butoxy]ethyl}piperidine-1-carboxylate (1.00 g, 2.1 mmol) and 2N ethanolic hydrochloric acid (10 ml, 20 mmol) were combined and the solution was stirred at ambient temperature for 14 hours. The solvent was removed in vacuo and the resulting tan solid was dissolved in water. Saturated aqueous sodium carbonate was added until the pH reached 10. After extraction with dichloromethane (3×), the organic fractions we...